This data is from the Open Reaction Database (ORD), a public repository of structured organic reaction records. The task is: describe an organic reaction: reactants, conditions, products, and yield The reactants are Fc1cccc(Br)c1, NC1CCN(Cc2ccccc2)C1, CC(C)(C)[O-], Cc1ccccc1, [Na+], c1ccc(P(c2ccccc2)c2ccc3ccccc3c2-c2c(P(c3ccccc3)c3ccccc3)ccc3ccccc23)cc1. Yields the product Fc1cccc(NC2CCN(Cc3ccccc3)C2)c1. Reaction SMILES: [Br:14][c:15]1[cH:16][c:17]([F:21])[cH:18][cH:19][cH:20]1.[CH2:1]([c:2]1[cH:3][cH:4][cH:5][cH:6][cH:7]1)[N:8]1[CH2:9][CH:10]([NH2:13])[CH2:11][CH2:12]1.[CH3:68][C:69]([CH3:70])([O-:71])[CH3:72].[CH3:74][c:75]1[cH:76][cH:77][cH:78][cH:79][cH:80]1.[Na+:73].[c:22]1([P:23]([c:24]2[cH:25][cH:26][cH:27][cH:28][cH:29]2)[c:30]2[cH:31][cH:32][c:33]3[c:34]([cH:35][cH:36][cH:37][cH:38]3)[c:39]2-[c:40]2[c:41]3[c:42]([cH:43][cH:44][cH:45][cH:46]3)[cH:47][cH:48][c:49]2[P:50]([c:51]2[cH:52][cH:53][cH:54][cH:55][cH:56]2)[c:57]2[cH:58][cH:59][cH:60][cH:61][cH:62]2)[cH:63][cH:64][cH:65][cH:66][cH:67]1>>[CH2:1]([c:2]1[cH:3][cH:4][cH:5][cH:6][cH:7]1)[N:8]1[CH2:9][CH:10]([NH:13][c:15]2[cH:16][c:17]([F:21])[cH:18][cH:19][cH:20]2)[CH2:11][CH2:12]1. The reactants are COC=C(C(=O)OC)C(=O)C(F)(F)F, C[Si](C)(C)Cl, CNN, CO, CN1CCN(C)C1=O, COC(=O)c1cn(C)nc1C(F)F, COC(=O)C1C=CN(C)N1C(F)F, I, [Mg]. Yields the product Cn1cc(C(=O)O)c(C(F)F)n1. RXN SMILES: [CH3:16][O:17][CH:18]=[C:19]([C:20](=[O:21])[C:22]([F:23])([F:24])[F:25])[C:26]([O:27][CH3:28])=[O:29].[CH3:2][Si:3]([Cl:4])([CH3:5])[CH3:6].[CH3:30][NH:31][NH2:32].[CH3:59][OH:60].[CH3:7][N:8]1[CH2:9][CH2:10][N:11]([CH3:12])[C:13]1=[O:14].[F:33][CH:34]([c:35]1[n:36][n:37]([CH3:44])[cH:38][c:39]1[C:40](=[O:41])[O:42][CH3:43])[F:45].[F:46][CH:47]([F:48])[N:49]1[CH:50]([C:51]([O:52][CH3:53])=[O:54])[CH:55]=[CH:56][N:57]1[CH3:58].[I:15].[Mg:1]>>[F:33][CH:34]([c:35]1[n:36][n:37]([CH3:44])[cH:38][c:39]1[C:40](=[O:41])[OH:42])[F:45]. Starting materials: O (water), [N+](=O)([O-])C1=CC=C(C=CC(=O)O)C=C1 (4-nitrocinnamic acid), [H][H] (hydrogen). The reagents and catalysts are [Pd] (palladium on carbon). Run in CO (methanol). Reaction conditions: time 2 hour. The product is NC1=CC=C(C=C1)CCC(=O)O (3-(4-Aminophenyl)propionic acid). As a reaction SMILES: O.[N+:2]([C:5]1[CH:15]=[CH:14][C:8]([CH:9]=[CH:10][C:11]([OH:13])=[O:12])=[CH:7][CH:6]=1)([O-])=O.[H][H]>[Pd].CO>[NH2:2][C:5]1[CH:6]=[CH:7][C:8]([CH2:9][CH2:10][C:11]([OH:13])=[O:12])=[CH:14][CH:15]=1. Reported procedure: 15 g of palladium on carbon (10% and 30 ml of water are added to a mixture of 155 g of 4-nitrocinnamic acid in 1 l of methanol, and hydrogenation is carried out at room temperature under 3 bar until no further hydrogen is taken up, after about 2 hours. After filtration and evaporation of the solvent in a rotary evaporator, residual water is removed by twice adding 300 ml portions of toluene and distilling off the solvent in a rotary evaporator. Reactants: O(C1=CC=CC=C1)P(=O)(OC1=CC=CC=C1)OC=1[C@@H]([C@@H]2N(C1C(=O)OCC1=CC=C(C=C1)[N+](=O)[O-])C([C@@H]2[C@@H](C)O)=O)C (p-nitrobenzyl (1R,5S,6S)-2-diphenoxyphosphoryloxy-6-[(R)-1-hydroxyethyl]-1-methyl-1-carbapen-2-em-3-carboxylate), N1C(CC1[C@H]1N(C[C@H](C1)S)C(=O)OCC1=CC=C(C=C1)[N+](=O)[O-])=O ((2S,4S)-2-(2-azetidinon-4-yl)-4-mercapto-N-(p-nitrobenzyloxycarbonyl)pyrrolidine). Yields the product N1C(CC1[C@H]1N(C[C@H](C1)SC=1[C@@H]([C@H]2N(C1C(=O)OCC1=CC=C(C=C1)[N+](=O)[O-])C([C@@H]2[C@@H](C)O)=O)C)C(=O)OCC2=CC=C(C=C2)[N+](=O)[O-])=O (p-nitrobenzyl (1R,5S,6S)-2-[(2S,4S)-2-(2-azetidinon-4-yl)-N-(p-nitrobenzyloxycarbonyl)pyrrolidin-4-ylthio]-6-[(R)-1-hydroxyethyl]-1-methyl-1-carbapen-2-em-3-carboxylate). The yield is 70.9%. RXN SMILES: O(P(O[C:18]1[C@H:19]([CH3:42])[C@H:20]2[C@@H:37]([C@H:38]([OH:40])[CH3:39])[C:36](=[O:41])[N:21]2[C:22]=1[C:23]([O:25][CH2:26][C:27]1[CH:32]=[CH:31][C:30]([N+:33]([O-:35])=[O:34])=[CH:29][CH:28]=1)=[O:24])(OC1C=CC=CC=1)=O)C1C=CC=CC=1.[NH:43]1[CH:46]([C@@H:47]2[CH2:51][C@H:50]([SH:52])[CH2:49][N:48]2[C:53]([O:55][CH2:56][C:57]2[CH:62]=[CH:61][C:60]([N+:63]([O-:65])=[O:64])=[CH:59][CH:58]=2)=[O:54])[CH2:45][C:44]1=[O:66]>>[NH:43]1[CH:46]([C@@H:47]2[CH2:51][C@H:50]([S:52][C:18]3[C@H:19]([CH3:42])[C@@H:20]4[C@@H:37]([C@H:38]([OH:40])[CH3:39])[C:36](=[O:41])[N:21]4[C:22]=3[C:23]([O:25][CH2:26][C:27]3[CH:28]=[CH:29][C:30]([N+:33]([O-:35])=[O:34])=[CH:31][CH:32]=3)=[O:24])[CH2:49][N:48]2[C:53]([O:55][CH2:56][C:57]2[CH:62]=[CH:61][C:60]([N+:63]([O-:65])=[O:64])=[CH:59][CH:58]=2)=[O:54])[CH2:45][C:44]1=[O:66]. Procedure: The same procedure as in Example 1-1 was carried out by using p-nitrobenzyl (1R,5S,6S)-2-diphenoxyphosphoryloxy-6-[(R)-1-hydroxyethyl]-1-methyl-1-carbapen-2-em-3-carboxylate (153 mg, 0.27 mmol) and (2S,4S)-2-(2-azetidinon-4-yl)-4-mercapto-N-(p-nitrobenzyloxycarbonyl)pyrrolidine diastereomer A (90 mg, 0.26 mmol, compound of Reference Example 4) to obtain p-nitrobenzyl (1R,5S,6S)-2-[(2S,4S)-2-(2-azetidinon-4-yl)-N-(p-nitrobenzyloxycarbonyl)pyrrolidin-4-ylthio]-6-[(R)-1-hydroxyethyl]-1-methyl-1-car... The reactants are CCOP(=O)(Cc1csc(C(C)(C)C)n1)OCC, COCOc1nn(-c2ccccc2)cc1C=O, [H-], [Na+], C1CCOC1, O. Yields the product COCOc1nn(-c2ccccc2)cc1C=Cc1csc(C(C)(C)C)n1. RXN SMILES: [C:1]([CH3:2])([CH3:3])([CH3:4])[c:5]1[s:6][cH:7][c:8]([CH2:10][P:11](=[O:12])([O:13][CH2:14][CH3:15])[O:16][CH2:17][CH3:18])[n:9]1.[CH3:21][O:22][CH2:23][O:24][c:25]1[n:26][n:27](-[c:32]2[cH:33][cH:34][cH:35][cH:36][cH:37]2)[cH:28][c:29]1[CH:30]=[O:31].[H-:19].[Na+:20].[O:39]1[CH2:40][CH2:41][CH2:42][CH2:43]1.[OH2:38]>>[C:1]([CH3:2])([CH3:3])([CH3:4])[c:5]1[s:6][cH:7][c:8]([CH:10]=[CH:30][c:29]2[c:25]([O:24][CH2:23][O:22][CH3:21])[n:26][n:27](-[c:32]3[cH:33][cH:34][cH:35][cH:36][cH:37]3)[cH:28]2)[n:9]1. The reactants are C(C(=O)Cl)(=O)Cl (oxalyl chloride), [Al+3].[Cl-].[Cl-].[Cl-] (AlCl3), BrC=1C=CC(=C(C(=O)O)C1)Cl (5-bromo-2-chlorobenzoic acid), C1(=CC=CC=C1)OC (anisole). The reagents and catalysts are CN(C)C=O (DMF). Run in C(Cl)Cl (CH2Cl2). Conditions: time 1.5 hour. The product is BrC=1C=CC(=C(C(=O)C2=CC=C(C=C2)OC)C1)Cl (5-Bromo-2-chloro-4′-methoxybenzophenone). As a reaction SMILES: [Br:1][C:2]1[CH:3]=[CH:4][C:5]([Cl:11])=[C:6]([CH:10]=1)[C:7]([OH:9])=O.C(Cl)(=O)C(Cl)=O.[C:18]1([O:24][CH3:25])[CH:23]=[CH:22][CH:21]=[CH:20][CH:19]=1.[Al+3].[Cl-].[Cl-].[Cl-]>C(Cl)Cl.CN(C=O)C>[Br:1][C:2]1[CH:3]=[CH:4][C:5]([Cl:11])=[C:6]([CH:10]=1)[C:7]([C:21]1[CH:22]=[CH:23][C:18]([O:24][CH3:25])=[CH:19][CH:20]=1)=[O:9] |f:3.4.5.6|. Procedure: To a stirred suspension of commercial 5-bromo-2-chlorobenzoic acid (506 mg, 2.12 mmol) in 10 mL of CH2Cl2 containing oxalyl chloride (2.4 mmol) was added 2 drops of DMF. Once the vigorous evolution of gas ceased, the reaction was stirred 1.5 hr prior to removal of the volatiles using a rotary evaporator. After dissolving the crude 5-bromo-2-chlorobenzoyl chloride in 8 ml of CS2, the stirred mixture was cooled to 4° prior to adding anisole (240 mg, 2.12 mmol) followed by AlCl3 (566 mg, 4.25 mmol)... Reactants: ClC1=CC=C(C(=N1)CCl)C(=O)OC (Methyl 6-chloro-2-(chloromethyl)pyridine-3-carboxylate), O (water), C([O-])([O-])=O.[K+].[K+] (potassium carbonate), N1CCOCC1 (morpholine). Solvent: CN(C)C=O (DMF). The product is ClC1=CC=C(C(=N1)CN1CCOCC1)C(=O)OC (Methyl 6-chloro-2-(morpholin-4-ylmethyl)pyridine-3-carboxylate). As a reaction SMILES: [Cl:1][C:2]1[N:7]=[C:6]([CH2:8]Cl)[C:5]([C:10]([O:12][CH3:13])=[O:11])=[CH:4][CH:3]=1.C(=O)([O-])[O-].[K+].[K+].[NH:20]1[CH2:25][CH2:24][O:23][CH2:22][CH2:21]1.O>CN(C=O)C>[Cl:1][C:2]1[N:7]=[C:6]([CH2:8][N:20]2[CH2:25][CH2:24][O:23][CH2:22][CH2:21]2)[C:5]([C:10]([O:12][CH3:13])=[O:11])=[CH:4][CH:3]=1 |f:1.2.3|. Procedure: Methyl 6-chloro-2-(chloromethyl)pyridine-3-carboxylate (1.5 g, 6.82 mmol) and potassium carbonate (1.13 g, 8.18 mmol) were taken up in DMF (13 mL) and morpholine (0.59 mL, 6.82 mmol) was added. The mixture was allowed to react at room temperature overnight, at which time water was added and the products extracted into EtOAc (2×). The combined organic extracts were washed with brine, dried over MgSO4, filtered, and concentrated in vacuo to give the title compound as an orange oil.